Dataset: the Open Reaction Database (ORD), a public repository of structured organic reaction records. Task: describe an organic reaction: reactants, conditions, products, and yield The reactants are CSCC1=C(C=C(C=C1)Br)[N+](=O)[O-] ((4-bromo-2-nitrophenyl)methyl methyl sulfide), CSCC1=C(C=C(C=C1)Br)[N+](=O)[O-] ((4-bromo-2-nitrophenyl)methyl methyl sulfide), C(C)#N (acetonitrile), OOS(=O)[O-].[K+] (oxone). Run in O (water). Reaction conditions: time 5 hour. Yields the product BrC1=CC(=C(C=C1)S(=O)(=O)C)[N+](=O)[O-] ((4-Bromo-2-nitrophenyl)methyl sulfone). RXN SMILES: O[O:2][S:3]([O-:5])=O.[K+].CSC[C:10]1[CH:15]=[CH:14][C:13]([Br:16])=[CH:12][C:11]=1[N+:17]([O-:19])=[O:18].[C:20](#N)C>O>[Br:16][C:13]1[CH:14]=[CH:15][C:10]([S:3]([CH3:20])(=[O:5])=[O:2])=[C:11]([N+:17]([O-:19])=[O:18])[CH:12]=1 |f:0.1|. Procedure details: A suspension of oxone (7.94 g) in water (16 ml) was added to a solution of (4-bromo-2-nitrophenyl)methyl methyl sulfide (Intermediate 72) (0.52 g) in acetonitrile (20 ml). The mixture was stirred for 5 h filtered and the residue was washed with ethyl acetate. The biphasic filtrate was separated, the aqueous layer was re-extracted with ethyl acetate (2×50 ml) and the combined organic extracts were washed with aqueous sodium metabisulphite (5%, 100 ml) water and brine. The solution was dried using...